describe an organic reaction: reactants, conditions, products, and yield From a dataset of the Open Reaction Database (ORD), a public repository of structured organic reaction records. Starting materials: IC=1C(=CC=2C(CCC(C2C1)(C)C)(C)C)O (3-iodo-5,5,8,8-tetramethyl-5,6,7,8-tetrahydronaphthalen-2-ol), BrCC(=O)C1=CC(=CS1)C(=O)OC (methyl 5-bromoacetyl-3-thiophenecarboxylate), C([O-])([O-])=O.[K+].[K+] (potassium carbonate). Solvent: C(C)C(=O)C (methyl ethyl ketone). Product: IC=1C(=CC=2C(CCC(C2C1)(C)C)(C)C)OCC(=O)C1=CC(=CS1)C(=O)OC (methyl 5-[(3-iodo-5,5,8,8-tetramethyl-5,6,7,8-tetrahydronaphthalen-2-yloxy)-acetyl]-3-thiophenecarboxylate). Reaction SMILES: [I:1][C:2]1[C:3]([OH:16])=[CH:4][C:5]2[C:6]([CH3:15])([CH3:14])[CH2:7][CH2:8][C:9]([CH3:13])([CH3:12])[C:10]=2[CH:11]=1.Br[CH2:18][C:19]([C:21]1[S:25][CH:24]=[C:23]([C:26]([O:28][CH3:29])=[O:27])[CH:22]=1)=[O:20].C(=O)([O-])[O-].[K+].[K+]>C(C(C)=O)C>[I:1][C:2]1[C:3]([O:16][CH2:18][C:19]([C:21]2[S:25][CH:24]=[C:23]([C:26]([O:28][CH3:29])=[O:27])[CH:22]=2)=[O:20])=[CH:4][C:5]2[C:6]([CH3:15])([CH3:14])[CH2:7][CH2:8][C:9]([CH3:12])([CH3:13])[C:10]=2[CH:11]=1 |f:2.3.4|. Procedure: A solution of 3-iodo-5,5,8,8-tetramethyl-5,6,7,8-tetrahydronaphthalen-2-ol (4 g, 12.1 mmol), methyl 5-bromoacetyl-3-thiophenecarboxylate (3.18 g, 12.1 mmol) and potassium carbonate (1.84 g, 13.3 mmol) in methyl ethyl ketone (100 ml), was heated under reflux for 4 h. The reaction medium was filtered and then concentrated in a rotary evaporator. The mixture was extracted with ethyl ether. The organic phase was washed with water, dried over magnesium sulfate and concentrated in a rotary evaporator ... The reactants are CCOC(=O)C (EtOAc), C(=O)(O)[O-].[Na+] (NaHCO3), BrC1=CC=C2CCCC(C2=C1)=O (7-Bromo-3,4-dihydronaphthalen-1(2H)-one), CC(C)(C)S(=O)N (2-methylpropane-2-sulfinamide). Reagents/catalysts: [O-]CC.[Ti+4].[O-]CC.[O-]CC.[O-]CC (titanium ethoxide). Run in O (water), 2-Me THF. Yields the product BrC1=CC=C2CCCC(C2=C1)=NS(=O)C(C)(C)C (N-(7-Bromo-3,4-dihydronaphthalen-1(2H)-ylidene)-2-methylpropane-2-sulfinamide). The yield is 100.0%. As a reaction SMILES: [Br:1][C:2]1[CH:11]=[C:10]2[C:5]([CH2:6][CH2:7][CH2:8][C:9]2=O)=[CH:4][CH:3]=1.[CH3:13][C:14]([S:17]([NH2:19])=[O:18])([CH3:16])[CH3:15].CCOC(C)=O.C([O-])(O)=O.[Na+]>[O-]CC.[Ti+4].[O-]CC.[O-]CC.[O-]CC.O>[Br:1][C:2]1[CH:11]=[C:10]2[C:5]([CH2:6][CH2:7][CH2:8][C:9]2=[N:19][S:17]([C:14]([CH3:16])([CH3:15])[CH3:13])=[O:18])=[CH:4][CH:3]=1 |f:3.4,5.6.7.8.9|. Reported procedure: 7-Bromo-3,4-dihydronaphthalen-1(2H)-one (5 g, 22.21 mmol), 2-methylpropane-2-sulfinamide (4.04 g, 33.32 mmol) and titanium ethoxide (9.15 mL, 44.43 mmol) were dissolved in 2-Me THF (50 mL) and heated to reflux for 22 h. The reaction was left to cool down to r.t. EtOAc (20 mL), NaHCO3 (sat, 5 mL) and water was added under stirring. The mixture was left to stand without stirring for 1 h. The organic phase was collected by filtration, dried over MgSO4 and concentrated in vacuo to give the title com... Reactants: SC=1C=C(C=CC1)OC (3-Mercaptoanisole), BrC(C(=O)C1=CC=C(C=C1)C(F)(F)F)C (2-Bromo-1-(4-trifluoromethyl-phenyl)-propan-1-one). Yields the product CC1=C(C2=C(S1)C=C(C=C2)O)C2=CC=C(C=C2)C(F)(F)F (2-Methyl-3-(4-trifluoromethyl-phenyl)-benzo[b]thiophen-6-ol). Reaction SMILES: [SH:1][C:2]1[CH:3]=[C:4]([O:8]C)[CH:5]=[CH:6][CH:7]=1.Br[CH:11]([CH3:24])[C:12]([C:14]1[CH:19]=[CH:18][C:17]([C:20]([F:23])([F:22])[F:21])=[CH:16][CH:15]=1)=O>>[CH3:24][C:11]1[S:1][C:2]2[CH:3]=[C:4]([OH:8])[CH:5]=[CH:6][C:7]=2[C:12]=1[C:14]1[CH:19]=[CH:18][C:17]([C:20]([F:21])([F:22])[F:23])=[CH:16][CH:15]=1. Procedure: In analogy to examples 26.1-26.3, 3-Mercaptoanisole and 2-Bromo-1-(4-trifluoromethyl-phenyl)-propan-1-one were converted to yield 2-Methyl-3-(4-trifluoromethyl-phenyl)-benzo[b]thiophen-6-ol as colorless amorphous solid, MS: 308 (M). The reactants are O=C([O-])[O-], CC(C)(C)OC(=O)c1cc(Br)cc(I)c1, O=C1CCCCN1, [Cs+], [Cs+], O=C(C=Cc1ccccc1)C=Cc1ccccc1, O=C(C=Cc1ccccc1)C=Cc1ccccc1, O=C(C=Cc1ccccc1)C=Cc1ccccc1, C1COCCO1, [Pd], [Pd]. Yields the product CC(C)(C)OC(=O)c1cc(Br)cc(N2CCCCC2=O)c1. RXN SMILES: [C:16](=[O:17])([O-:18])[O-:19].[C:1]([CH3:2])([CH3:3])([CH3:4])[O:5][C:6]([c:7]1[cH:8][c:9]([Br:14])[cH:10][c:11]([I:13])[cH:12]1)=[O:15].[C:22]1(=[O:28])[CH2:23][CH2:24][CH2:25][CH2:26][NH:27]1.[Cs+:20].[Cs+:21].[O:31]=[C:32]([CH:33]=[CH:34][c:35]1[cH:36][cH:37][cH:38][cH:39][cH:40]1)[CH:41]=[CH:42][c:43]1[cH:44][cH:45][cH:46][cH:47][cH:48]1.[O:49]=[C:50]([CH:51]=[CH:52][c:53]1[cH:54][cH:55][cH:56][cH:57][cH:58]1)[CH:59]=[CH:60][c:61]1[cH:62][cH:63][cH:64][cH:65][cH:66]1.[O:67]=[C:68]([CH:69]=[CH:70][c:71]1[cH:72][cH:73][cH:74][cH:75][cH:76]1)[CH:77]=[CH:78][c:79]1[cH:80][cH:81][cH:82][cH:83][cH:84]1.[O:85]1[CH2:86][CH2:87][O:88][CH2:89][CH2:90]1.[Pd:29].[Pd:30]>>[C:1]([CH3:2])([CH3:3])([CH3:4])[O:5][C:6]([c:7]1[cH:8][c:9]([Br:14])[cH:10][c:11]([N:27]2[C:22](=[O:28])[CH2:23][CH2:24][CH2:25][CH2:26]2)[cH:12]1)=[O:15]. Reactants: C1(CCCCC1)C=1C=C(C=NC1OCC(F)(F)F)C(=O)O (5-cyclohexyl-6-(2,2,2-trifluoro-ethoxy)-3-pyridinecarboxylic acid), CN(N)C1=CC=CC=C1 (1-methyl-1-phenyl-hydrazine). Product: C1(CCCCC1)C=1C=C(C=NC1OCC(F)(F)F)C(=O)NN(C1=CC=CC=C1)C (5-cyclohexyl-N′-methyl-N′-phenyl-6-(2,2,2-trifluoroethoxy)-3-pyridinecarboxylic acid hydrazide). RXN SMILES: [CH:1]1([C:7]2[CH:8]=[C:9]([C:19](O)=[O:20])[CH:10]=[N:11][C:12]=2[O:13][CH2:14][C:15]([F:18])([F:17])[F:16])[CH2:6][CH2:5][CH2:4][CH2:3][CH2:2]1.[CH3:22][N:23]([C:25]1[CH:30]=[CH:29][CH:28]=[CH:27][CH:26]=1)[NH2:24]>>[CH:1]1([C:7]2[CH:8]=[C:9]([C:19]([NH:24][N:23]([CH3:22])[C:25]3[CH:30]=[CH:29][CH:28]=[CH:27][CH:26]=3)=[O:20])[CH:10]=[N:11][C:12]=2[O:13][CH2:14][C:15]([F:17])([F:16])[F:18])[CH2:6][CH2:5][CH2:4][CH2:3][CH2:2]1. Procedure: The title compound was synthesized in analogy to Example 1 using 5-cyclohexyl-6-(2,2,2-trifluoro-ethoxy)-3-pyridinecarboxylic acid (example 12c) and 1-methyl-1-phenyl-hydrazine (CAN 618-40-6) as starting materials; MS (EI) 408.4 (M+H)+. Reactants: CCOC(=O)C(=Cc1ccc(-n2cnc(C)c2)c(OC)c1)CCCNC1CCOc2ccccc21, CCO, Cl, [Na+], [OH-]. Yields the product COc1cc(C=C2CCCN(C3CCOc4ccccc43)C2=O)ccc1-n1cnc(C)c1. As a reaction SMILES: [CH2:3]([O:5][C:6](=[O:4])[C:7]([CH2:8][CH2:9][CH2:10][NH:11][CH:12]1[CH2:13][CH2:14][O:15][c:16]2[cH:17][cH:18][cH:19][cH:20][c:21]21)=[CH:22][c:23]1[cH:24][c:25]([O:35][CH3:36])[c:26](-[n:29]2[cH:30][n:31][c:32]([CH3:34])[cH:33]2)[cH:27][cH:28]1)[CH3:37].[CH3:39][CH2:40][OH:41].[ClH:38].[Na+:2].[OH-:1]>>[O:5]=[C:6]1[C:7](=[CH:22][c:23]2[cH:24][c:25]([O:35][CH3:36])[c:26](-[n:29]3[cH:30][n:31][c:32]([CH3:34])[cH:33]3)[cH:27][cH:28]2)[CH2:8][CH2:9][CH2:10][N:11]1[CH:12]1[CH2:13][CH2:14][O:15][c:16]2[cH:17][cH:18][cH:19][cH:20][c:21]21. Reported procedure: From 7.0 g. of methyl 2-oxo-4-phenyl-1-pyrrolidineacetate and 5.0 g of 2-(diethylamino)ethylamine, following the procedure of Example 1, there is obtained N-[2-(diethylamino)ethyl]-2-oxo-4-phenyl-1-pyrrolidineacetamide in pure form as an oil, without need for distillation. Starting materials: O=C1N(CC(C1)C1=CC=CC=C1)CC(=O)OC (methyl 2-oxo-4-phenyl-1-pyrrolidineacetate), C(C)N(CCN)CC (2-(diethylamino)ethylamine). RXN SMILES: [O:1]=[C:2]1[CH2:6][CH:5]([C:7]2[CH:12]=[CH:11][CH:10]=[CH:9][CH:8]=2)[CH2:4][N:3]1[CH2:13][C:14]([O:16]C)=O.[CH2:18]([N:20]([CH2:24][CH3:25])[CH2:21][CH2:22][NH2:23])[CH3:19]>>[CH2:18]([N:20]([CH2:24][CH3:25])[CH2:21][CH2:22][NH:23][C:14](=[O:16])[CH2:13][N:3]1[CH2:4][CH:5]([C:7]2[CH:8]=[CH:9][CH:10]=[CH:11][CH:12]=2)[CH2:6][C:2]1=[O:1])[CH3:19]. Yields the product C(C)N(CCNC(CN1C(CC(C1)C1=CC=CC=C1)=O)=O)CC (N-[2-(diethylamino)ethyl]-2-oxo-4-phenyl-1-pyrrolidineacetamide). Reactants: O=C1Cc2c(cccc2-c2ccc(Br)cc2)N1, C1CCNCC1, Cc1c(C(=O)N2CCN(C)CC2)c[nH]c1C=O, CCO. Yields the product Cc1c(C(=O)N2CCN(C)CC2)c[nH]c1C=C1C(=O)Nc2cccc(-c3ccc(Br)cc3)c21. RXN SMILES: [Br:1][c:2]1[cH:3][cH:4][c:5](-[c:8]2[c:9]3[c:13]([cH:14][cH:15][cH:16]2)[NH:12][C:11](=[O:17])[CH2:10]3)[cH:6][cH:7]1.[CH2:35]1[CH2:36][CH2:37][NH:38][CH2:39][CH2:40]1.[CH3:18][c:19]1[c:20]([CH:33]=[O:34])[nH:21][cH:22][c:23]1[C:24](=[O:25])[N:26]1[CH2:27][CH2:28][N:29]([CH3:32])[CH2:30][CH2:31]1.[CH3:41][CH2:42][OH:43]>>[Br:1][c:2]1[cH:3][cH:4][c:5](-[c:8]2[c:9]3[c:13]([cH:14][cH:15][cH:16]2)[NH:12][C:11](=[O:17])[C:10]3=[CH:33][c:20]2[c:19]([CH3:18])[c:23]([C:24](=[O:25])[N:26]3[CH2:27][CH2:28][N:29]([CH3:32])[CH2:30][CH2:31]3)[cH:22][nH:21]2)[cH:6][cH:7]1. Reactants: CC(C)O, O=CO, OCC(O)CCl, [I-], [Na+], [Na+], [OH-], Cc1cc(CNC(=O)c2sc(C)c3c2CC2C3C2(C)C)cc(C)c1O. The product is Cc1cc(CNC(=O)c2sc(C)c3c2CC2C3C2(C)C)cc(C)c1OCC(O)CO. Reaction SMILES: [CH:36]([OH:37])([CH3:38])[CH3:39].[CH:40]([OH:41])=[O:42].[Cl:30][CH2:31][CH:32]([CH2:33][OH:34])[OH:35].[I-:28].[Na+:27].[Na+:29].[OH-:26].[OH:1][c:2]1[c:3]([CH3:25])[cH:4][c:5]([CH2:6][NH:7][C:8](=[O:9])[c:10]2[c:11]3[c:15]([c:16]([CH3:18])[s:17]2)[CH:14]2[CH:13]([CH2:12]3)[C:19]2([CH3:20])[CH3:21])[cH:22][c:23]1[CH3:24]>>[O:1]([c:2]1[c:3]([CH3:25])[cH:4][c:5]([CH2:6][NH:7][C:8](=[O:9])[c:10]2[c:11]3[c:15]([c:16]([CH3:18])[s:17]2)[CH:14]2[CH:13]([CH2:12]3)[C:19]2([CH3:20])[CH3:21])[cH:22][c:23]1[CH3:24])[CH2:31][CH:32]([CH2:33][OH:34])[OH:35]. The reactants are COC=1C=C(CN2C(C(CC2)(CC2=CC=C(C=C2)F)CCCN2CCC(CC2)NC2=NC3=C(N2)C=CC=C3)=O)C=C(C1OC)OC (1-(3,4,5-trimethoxybenzyl)-3-(3-(4-(1H-benzimidazol-2-yl-amino)piperidin-1-yl)propyl)-3-(4-fluorophenylmethyl)-2-oxopyrrolidine), CS(=O)(=O)O (methanesulfonic acid), C(C)OCC (diethyl ether). The solvent is C(C)(=O)OCC (ethyl acetate). Reaction conditions: time 1 hour. Product: CS(=O)(=O)O.COC=1C=C(CN2C(C(CC2)(CC2=CC=C(C=C2)F)CCCN2CCC(CC2)NC2=NC3=C(N2)C=CC=C3)=O)C=C(C1OC)OC (1-(3,4,5-trimethoxybenzyl)-3-(3-(4-(1H-benzimidazol-2-yl-amino)piperidin-1-yl)propyl)-3-(4-fluorophenylmethyl)-2-oxopyrrolidine methanesulfonic acid salt). RXN SMILES: [CH3:1][O:2][C:3]1[CH:4]=[C:5]([CH:40]=[C:41]([O:45][CH3:46])[C:42]=1[O:43][CH3:44])[CH2:6][N:7]1[CH2:11][CH2:10][C:9]([CH2:20][CH2:21][CH2:22][N:23]2[CH2:28][CH2:27][CH:26]([NH:29][C:30]3[NH:34][C:33]4[CH:35]=[CH:36][CH:37]=[CH:38][C:32]=4[N:31]=3)[CH2:25][CH2:24]2)([CH2:12][C:13]2[CH:18]=[CH:17][C:16]([F:19])=[CH:15][CH:14]=2)[C:8]1=[O:39].[CH3:47][S:48]([OH:51])(=[O:50])=[O:49].C(OCC)C>C(OCC)(=O)C>[CH3:47][S:48]([OH:51])(=[O:50])=[O:49].[CH3:46][O:45][C:41]1[CH:40]=[C:5]([CH:4]=[C:3]([O:2][CH3:1])[C:42]=1[O:43][CH3:44])[CH2:6][N:7]1[CH2:11][CH2:10][C:9]([CH2:20][CH2:21][CH2:22][N:23]2[CH2:28][CH2:27][CH:26]([NH:29][C:30]3[NH:31][C:32]4[CH:38]=[CH:37][CH:36]=[CH:35][C:33]=4[N:34]=3)[CH2:25][CH2:24]2)([CH2:12][C:13]2[CH:18]=[CH:17][C:16]([F:19])=[CH:15][CH:14]=2)[C:8]1=[O:39] |f:4.5|. Procedure: Combine 1-(3,4,5-trimethoxybenzyl)-3-(3-(4-(1H-benzimidazol-2-yl-amino)piperidin-1-yl)propyl)-3-(4-fluorophenylmethyl)-2-oxopyrrolidine (0.37 g, 0.56 mmol) and methanesulfonic acid (0.17 g, 1.8 mmol) in ethyl acetate (10 mL). Heat to reflux. After 1 hour, cool to ambient temperature, add diethyl ether (75 mL). After 12 hours, evaporate the solvent to give a residue. Triturate the residue with diethyl ether (80 mL) to give a solid. Collect the solid and dry to give the title compound.